This data is from the Open Reaction Database (ORD), a public repository of structured organic reaction records. The task is: describe an organic reaction: reactants, conditions, products, and yield Reactants: ClCCS(=O)(=O)Cl (2-chloro-1-ethanesulfonyl chloride), S(=O)(=O)(Cl)Cl (sulfonyl chloride), N1CCC(CC1)OC1=CC(=C(C(=O)N2CCC(CC2)N2C(CCC3=CC=CC=C23)=O)C=C1)OC (1-(1-(4-(4-piperidinyloxy)-2-methoxybenzoyl)piperidin-4-yl)-3,4-dihydro-2(1H)-quinolinone), CCN(C(C)C)C(C)C (DIEA). The solvent is C(Cl)Cl (methylene chloride), C(Cl)Cl (methylene chloride). Reaction conditions: temperature 0 celsius, time 30 minute. Product: C(=C)S(=O)(=O)N1CCC(CC1)OC1=CC(=C(C(=O)N2CCC(CC2)N2C(CCC3=CC=CC=C23)=O)C=C1)OC (1-(1-(4-(N-Vinylsulfonyl-4-piperidinyloxy)-2-methoxybenzoyl)piperidin-4-yl)-3,4-dihydro-2(1H)-quinolinone). Reaction SMILES: Cl[CH2:2][CH2:3][S:4](Cl)(=[O:6])=[O:5].[NH:8]1[CH2:13][CH2:12][CH:11]([O:14][C:15]2[CH:39]=[CH:38][C:18]([C:19]([N:21]3[CH2:26][CH2:25][CH:24]([N:27]4[C:36]5[C:31](=[CH:32][CH:33]=[CH:34][CH:35]=5)[CH2:30][CH2:29][C:28]4=[O:37])[CH2:23][CH2:22]3)=[O:20])=[C:17]([O:40][CH3:41])[CH:16]=2)[CH2:10][CH2:9]1.CCN(C(C)C)C(C)C.S(Cl)(Cl)(=O)=O>C(Cl)Cl>[CH:3]([S:4]([N:8]1[CH2:13][CH2:12][CH:11]([O:14][C:15]2[CH:39]=[CH:38][C:18]([C:19]([N:21]3[CH2:22][CH2:23][CH:24]([N:27]4[C:36]5[C:31](=[CH:32][CH:33]=[CH:34][CH:35]=5)[CH2:30][CH2:29][C:28]4=[O:37])[CH2:25][CH2:26]3)=[O:20])=[C:17]([O:40][CH3:41])[CH:16]=2)[CH2:10][CH2:9]1)(=[O:6])=[O:5])=[CH2:2]. Procedure details: To a 25 mL flask containing 3 mL of methylene chloride was added 2-chloro-1-ethanesulfonyl chloride (0.046 mL, 0.44 mmol) and the solution was cooled to 0° C. under N2. To a 10 mL addition funnel containing 8 mL of methylene chloride was added 1-(1-(4-(4-piperidinyloxy)-2-methoxybenzoyl)piperidin-4-yl)-3,4-dihydro-2(1H)-quinolinone (200 mg, 0.4 mmol) from Example 190 and DIEA (0.35 mL, 2.0 mmol). This solution was added slowly over 15 min to the cold, stirred solution of sulfonyl chloride. The r... Reactants: CCO, CCn1ncc2c1ncc1c(Cl)nc3ncnn3c12, Clc1nc2ncnn2c2c1cnc1[nH]ncc12, OCc1ccccc1. Product: c1ccc(COc2nc3ncnn3c3c2cnc2[nH]ncc23)cc1. RXN SMILES: [CH3:45][CH2:46][OH:47].[Cl:18][c:19]1[c:20]2[cH:21][n:22][c:23]3[n:24]([CH2:25][CH3:26])[n:27][cH:28][c:29]3[c:30]2[n:31]2[n:32][cH:33][n:34][c:35]2[n:36]1.[Cl:1][c:2]1[n:3][c:4]2[n:5]([c:6]3[c:7]1[cH:8][n:9][c:10]1[c:11]3[cH:12][n:13][nH:14]1)[n:15][cH:16][n:17]2.[OH:37][CH2:38][c:39]1[cH:40][cH:41][cH:42][cH:43][cH:44]1>>[c:2]1([O:37][CH2:38][c:39]2[cH:40][cH:41][cH:42][cH:43][cH:44]2)[n:3][c:4]2[n:5]([c:6]3[c:7]1[cH:8][n:9][c:10]1[c:11]3[cH:12][n:13][nH:14]1)[n:15][cH:16][n:17]2. Starting materials: C1=C(C=CC2=CC=CC=C12)O (β-naphthol), P(OC1=CC=CC=C1)(OC1=CC=CC=C1)OC1=CC=CC=C1 (triphenyl phosphite), C(CCCCCCCCCCCC)N (tridecylamine). Run in O (water). Product: C(CCCCCCCCCCCC)C1=C(C2=CC=CC=C2C=C1)N (2-Tridecyl-naphthylamine). The yield is 97.0%. Reaction SMILES: [CH:1]1[C:10]2[C:5](=[CH:6][CH:7]=CC=2)[CH:4]=[CH:3][C:2]=1O.P(OC1C=CC=CC=1)(OC1C=CC=CC=1)O[C:14]1C=CC=C[CH:15]=1.[CH2:34]([NH2:47])[CH2:35][CH2:36][CH2:37][CH2:38][CH2:39][CH2:40][CH2:41][CH2:42][CH2:43][CH2:44][CH2:45][CH3:46]>O>[CH2:36]([C:35]1[CH:7]=[CH:6][C:5]2[C:4](=[CH:3][CH:2]=[CH:1][CH:10]=2)[C:34]=1[NH2:47])[CH2:37][CH2:38][CH2:39][CH2:40][CH2:41][CH2:42][CH2:43][CH2:44][CH2:45][CH2:46][CH2:14][CH3:15]. Reported procedure: 288 parts of β-naphthol, 9 parts of triphenyl phosphite and 418 parts of tridecylamine are heated to 175° C, whilst stirring. The elimination of water commences at this temperature and has ended after 10 hours, when the internal temperature is 230° C and 36 parts of water have been removed. Excess β-naphthol and amine are distilled off in vacuo. 2-Tridecyl-naphthylamine is then distilled at a boiling point of 225° C/3 mm Hg. 630 parts of end product are obtained, corresponding to a yield of 97% ... Reactants: BrC1=C(C=CC=C1)C(CC1=CC=CC=C1)O (1-(2-bromophenyl)-2-phenylethan-1-ol), P(O)(O)(O)=O (orthophosphoric acid). Solvent: O (water). Reaction conditions: temperature 170 celsius. Product: C1(=CC=CC=C1)\C=C\C1=C(C=CC=C1)Br (E-1-phenyl-2(2-bromophenyl)ethylene). Yield: 86.5%. Reaction SMILES: [Br:1][C:2]1[CH:7]=[CH:6][CH:5]=[CH:4][C:3]=1[CH:8](O)[CH2:9][C:10]1[CH:15]=[CH:14][CH:13]=[CH:12][CH:11]=1.P(=O)(O)(O)O>O>[C:10]1(/[CH:9]=[CH:8]/[C:3]2[CH:4]=[CH:5][CH:6]=[CH:7][C:2]=2[Br:1])[CH:11]=[CH:12][CH:13]=[CH:14][CH:15]=1. Procedure details: A stirred mixture of 1-(2-bromophenyl)-2-phenylethan-1-ol (15.50 g) and orthophosphoric acid (150 ml) was heated at 170° C. for 1 hour and then poured into iced water and extracted with ether. The extracts were washed with water, dried and concentrated to give the crude product as an orange oil (14.29 g). Evaporative distillation (0.3 torr; oven temperature 140° C.) gave E-1-phenyl-2(2-bromophenyl)ethylene (12.53 g, 86% yield) as a pale yellow oil with a purity of 97% by GC.